From a dataset of the Open Reaction Database (ORD), a public repository of structured organic reaction records. describe an organic reaction: reactants, conditions, products, and yield The reactants are CC(=O)C1(CC1)C (1-methylcyclopropyl methyl ketone), C1=CC2=C(C=C1C=O)OCO2 (piperonal), A1. The product is CC1(CC1)C(=O)C=CC1=CC2=C(C=C1)OCO2 (2-(3,4-Methylenedioxyphenyl)vinyl 1-methylcyclopropyl ketone). Reaction SMILES: [CH3:1][C:2]([C:4]1([CH3:7])[CH2:6][CH2:5]1)=[O:3].[CH:8]1[C:13]([CH:14]=O)=[CH:12][C:11]2[O:16][CH2:17][O:18][C:10]=2[CH:9]=1>>[CH3:7][C:4]1([C:2]([CH:1]=[CH:14][C:13]2[CH:8]=[CH:9][C:10]3[O:18][CH2:17][O:16][C:11]=3[CH:12]=2)=[O:3])[CH2:6][CH2:5]1. Reported procedure: 2-(3,4-Methylenedioxyphenyl)vinyl 1-methylcyclopropyl ketone [III; Ar is 3,4-methylenedioxyphenyl, R is CH3 ] was prepared from 25.6 g. of 1-methylcyclopropyl methyl ketone and 39.3 g. of piperonal according to the procedure described above in Preparation A1, affording 29.5 g. of crystalline product. The reactants are FC(S(=O)(=O)[O-])(F)F.[Pr+3].FC(S(=O)(=O)[O-])(F)F.FC(S(=O)(=O)[O-])(F)F (Praseodymium (III) trifluoromethanesulfonate), C1(=CC=C(C=C1)C(=O)O)C (para-toluic acid), O (water). The solvent is C1(=CC=CC=C1)C (toluene). Reaction conditions: time 24 hour. The product is CC1=CC=C(C(=O)C2=CC=C(C=C2)C)C=C1 (4,4′ dimethylbenzophenone). Yield: 18.1%. As a reaction SMILES: FC(F)(F)S([O-])(=O)=O.[Pr+3].FC(F)(F)S([O-])(=O)=O.FC(F)(F)S([O-])(=O)=O.[C:26]1([CH3:35])[CH:31]=[CH:30][C:29]([C:32](O)=[O:33])=[CH:28][CH:27]=1.O>C1(C)C=CC=CC=1>[CH3:35][C:26]1[CH:31]=[CH:30][C:29]([C:32]([C:29]2[CH:30]=[CH:31][C:26]([CH3:35])=[CH:27][CH:28]=2)=[O:33])=[CH:28][CH:27]=1 |f:0.1.2.3|. Procedure details: Praseodymium (III) trifluoromethanesulfonate (3.53 g as a wet solid) and para-toluic acid (1.36 g) were refluxed together in 125 mL toluene with azeotropic removal of the lower water layer (Dean-Stark apparatus). After 24 hours, the mixture was cooled and extracted with 3×25 mL water, then by 2×25 mL saturated sodium bicarbonate solution. The organic layer was dried using anhydrous sodium sulfate, filtered, then concentrated down in vacuo to give crude 4,4′-dimethylbenzophenone (0.65 g, 31% yiel... Run in CCCCCCC.CCOC(=O)C (n-heptane EtOAc). Procedure: The title compound was prepared in analogy to example 72, from (4-iodo-pyridin-3-yl)-methyl-amine (example 98, intermediate b) and 4,5-difluoro-2-methoxyphenylboronic acid (CAS RN 870777-32-5) and using a gradient of n-heptane:EtOAc (100:0 to 50:50) for the chromatographic separation. Light brown solid (91%). MS (ESI): m/z=251.099 [M+H]+. As a reaction SMILES: C[N:2]([C:19]1[CH:20]=[N:21][CH:22]=[CH:23][C:24]=1N1CCCCC1C)[C:3](=O)C1C=C(C(F)(F)F)C=C(C(F)(F)F)C=1.[F:32][C:33]1[C:38]([F:39])=[CH:37][C:36](B(O)O)=[C:35]([O:43][CH3:44])[CH:34]=1>CCCCCCC.CCOC(C)=O>[F:32][C:33]1[C:38]([F:39])=[CH:37][C:36]([C:24]2[CH:23]=[CH:22][N:21]=[CH:20][C:19]=2[NH:2][CH3:3])=[C:35]([O:43][CH3:44])[CH:34]=1 |f:2.3|. Starting materials: CN(C(C1=CC(=CC(=C1)C(F)(F)F)C(F)(F)F)=O)C=1C=NC=CC1N1C(CCCC1)C (N-Methyl-N-(2-methyl-3,4,5,6-tetrahydro-2H-[1,4]bipyridinyl-3′-yl)-3,5-bis-trifluoromethyl-benzamide), CN(C(C1=CC(=CC(=C1)C(F)(F)F)C(F)(F)F)=O)C=1C=NC=CC1N1C(CCCC1)C (N-Methyl-N-(2-methyl-3,4,5,6-tetrahydro-2H-[1,4]bipyridinyl-3′-yl)-3,5-bis-trifluoromethyl-benzamide), FC1=CC(=C(C=C1F)B(O)O)OC (4,5-difluoro-2-methoxyphenylboronic acid). The product is FC1=CC(=C(C=C1F)C1=C(C=NC=C1)NC)OC ([4-(4,5-Difluoro-2-methoxy-phenyl)-pyridin-3-yl]-methyl-amine). Reactants: C1CCOC1, CCCCCC1CCC(COc2ccc(CCn3c(C)ccc3-c3ccc(OC(Cc4ccccc4)C(=O)OCC)cc3)cc2)CC1, CO, Cl, [K+], [OH-]. The product is CCCCCC1CCC(COc2ccc(CCn3c(C)ccc3-c3ccc(OC(Cc4ccccc4)C(=O)O)cc3)cc2)CC1. Reaction SMILES: [CH2:51]1[O:52][CH2:53][CH2:54][CH2:55]1.[CH3:1][c:2]1[cH:3][cH:4][c:5](-[c:28]2[cH:29][cH:30][c:31]([O:32][CH:33]([C:34](=[O:35])[O:36][CH2:37][CH3:38])[CH2:39][c:40]3[cH:41][cH:42][cH:43][cH:44][cH:45]3)[cH:46][cH:47]2)[n:6]1[CH2:7][CH2:8][c:9]1[cH:10][cH:11][c:12]([O:15][CH2:16][CH:17]2[CH2:18][CH2:19][CH:20]([CH2:23][CH2:24][CH2:25][CH2:26][CH3:27])[CH2:21][CH2:22]2)[cH:13][cH:14]1.[CH3:56][OH:57].[ClH:50].[K+:49].[OH-:48]>>[CH3:1][c:2]1[cH:3][cH:4][c:5](-[c:28]2[cH:29][cH:30][c:31]([O:32][CH:33]([C:34](=[O:35])[OH:36])[CH2:39][c:40]3[cH:41][cH:42][cH:43][cH:44][cH:45]3)[cH:46][cH:47]2)[n:6]1[CH2:7][CH2:8][c:9]1[cH:10][cH:11][c:12]([O:15][CH2:16][CH:17]2[CH2:18][CH2:19][CH:20]([CH2:23][CH2:24][CH2:25][CH2:26][CH3:27])[CH2:21][CH2:22]2)[cH:13][cH:14]1. Solvent: CN(C)C=O (DMF). Product: ClC=1C=C2C=C(C(OC2=CC1NCC(C)C)C(F)(F)F)C(=O)OCC (ethyl 6-chloro-7-(isobutylamino)-2-(trifluoromethyl)-2H-chromene-3-carboxylate). Reaction conditions: temperature 90 celsius. Reaction SMILES: [Cl:1][C:2]1[CH:3]=[C:4]2[C:9](=[CH:10][C:11]=1F)[O:8][CH:7]([C:13]([F:16])([F:15])[F:14])[C:6]([C:17]([O:19][CH2:20][CH3:21])=[O:18])=[CH:5]2.[CH2:22]([NH2:26])[CH:23]([CH3:25])[CH3:24].C([O-])([O-])=O.[K+].[K+]>CN(C=O)C>[Cl:1][C:2]1[CH:3]=[C:4]2[C:9](=[CH:10][C:11]=1[NH:26][CH2:22][CH:23]([CH3:25])[CH3:24])[O:8][CH:7]([C:13]([F:16])([F:15])[F:14])[C:6]([C:17]([O:19][CH2:20][CH3:21])=[O:18])=[CH:5]2 |f:2.3.4|. Procedure details: A mixture of ethyl 6-chloro-7-fluoro-2-(trifluoromethyl)-2H-chromene-3-carboxylate (Example 7a, Step 2) (0.5 g, 1.54 mmole) and isobutylamine (0.15 mL, 1.54 mmole) was dissolved in anhydrous DMF (5 mL), which was warmed to 90° C. and treated with K2CO3 (0.25 g, 1.84 mmole). The mixture was maintained at 90° C. for 24 hrs, cooled to room temperature, filtered through celite and condensed to a viscous oil. The oil was purified by flash chromatography (silica gel) with 40% methylene chloride in hex... Reactants: ClC=1C=C2C=C(C(OC2=CC1F)C(F)(F)F)C(=O)OCC (ethyl 6-chloro-7-fluoro-2-(trifluoromethyl)-2H-chromene-3-carboxylate), C(C(C)C)N (isobutylamine), C(=O)([O-])[O-].[K+].[K+] (K2CO3). Isolated yield 75.6%. Reaction SMILES: [Br:1][c:2]1[cH:3][c:4]2[cH:5][cH:6][c:7]([C:12]([CH2:13][OH:14])([CH2:15][OH:16])[N+:17](=[O:18])[O-:19])[cH:8][c:9]2[cH:10][cH:11]1.[CH2:20]([Cl:21])[Cl:22].[CH3:23][O:24][C:25]([CH3:26])([CH3:27])[O:28][CH3:29].[CH3:34][CH2:35][O:36][C:37]([CH3:38])=[O:39].[CH3:40][CH2:41][CH2:42][CH2:43][CH2:44][CH3:45].[F:30][B:31]([F:32])[F:33]>>[Br:1][c:2]1[cH:3][c:4]2[cH:5][cH:6][c:7]([C:12]3([N+:17](=[O:18])[O-:19])[CH2:13][O:14][C:25]([CH3:26])([CH3:27])[O:16][CH2:15]3)[cH:8][c:9]2[cH:10][cH:11]1. Reactants: O=[N+]([O-])C(CO)(CO)c1ccc2cc(Br)ccc2c1, ClCCl, COC(C)(C)OC, CCOC(C)=O, CCCCCC, FB(F)F. Product: CC1(C)OCC(c2ccc3cc(Br)ccc3c2)([N+](=O)[O-])CO1.